Task: describe an organic reaction: reactants, conditions, products, and yield. Dataset: the Open Reaction Database (ORD), a public repository of structured organic reaction records Reactants: CCO, O=C1CCC(N2Cc3c(OCc4cccc([N+](=O)[O-])c4)cccc3C2=O)C(=O)N1, [Na+], [Na+], O, O=S([O-])S(=O)[O-]. Product: Nc1cccc(COc2cccc3c2CN(C2CCC(=O)NC2=O)C3=O)c1. As a reaction SMILES: [CH3:38][CH2:39][OH:40].[N+:1]([O-:2])(=[O:3])[c:4]1[cH:5][c:6]([CH2:7][O:8][c:9]2[c:10]3[c:14]([cH:15][cH:16][cH:17]2)[C:13](=[O:18])[N:12]([CH:19]2[C:20](=[O:26])[NH:21][C:22](=[O:25])[CH2:23][CH2:24]2)[CH2:11]3)[cH:27][cH:28][cH:29]1.[Na+:36].[Na+:37].[OH2:41].[S:30]([S:31]([O-:32])=[O:33])([O-:34])=[O:35]>>[NH2:1][c:4]1[cH:5][c:6]([CH2:7][O:8][c:9]2[c:10]3[c:14]([cH:15][cH:16][cH:17]2)[C:13](=[O:18])[N:12]([CH:19]2[C:20](=[O:26])[NH:21][C:22](=[O:25])[CH2:23][CH2:24]2)[CH2:11]3)[cH:27][cH:28][cH:29]1. The reactants are C=O, [Na+], [OH-], Cc1ccc2nccc(O)c2c1. The product is Cc1ccc2ncc(CO)c(O)c2c1. Reaction SMILES: [CH2:13]=[O:14].[Na+:16].[OH-:15].[OH:1][c:2]1[cH:3][cH:4][n:5][c:6]2[cH:7][cH:8][c:9]([CH3:12])[cH:10][c:11]12>>[OH:1][c:2]1[c:3]([CH2:13][OH:14])[cH:4][n:5][c:6]2[cH:7][cH:8][c:9]([CH3:12])[cH:10][c:11]12. Reactants: BrC/C=C/COC1=CC=C(C=C1)C(=O)C1=CC=C(C=C1)Br ((E)-[4-(4-bromo-but-2-enyloxy)-phenyl]-(4-bromo-phenyl)-methanone), C1(CC1)NC(C(F)(F)F)=O (N-cyclopropyl-2,2,2-trifluoro-acetamide), C([O-])([O-])=O.[K+].[K+] (potassium carbonate). The reagents and catalysts are [Br-].C(C1=CC=CC=C1)[N+](CC)(CC)CC (benzyltriethylammonium bromide). Solvent: C(C)#N (acetonitrile). Conditions: time 7 hour. The product is BrC1=CC=C(C(=O)C2=CC=C(OCC=CCN(C(C(F)(F)F)=O)C3CC3)C=C2)C=C1 (N-[4-[4-(4-bromo-benzoyl)-phenoxy]-but-2-enyl]-N-cyclopropyl-2,2,2-trifluoroacetamide). Yield: 97.8%. Reaction SMILES: Br[CH2:2]/[CH:3]=[CH:4]/[CH2:5][O:6][C:7]1[CH:12]=[CH:11][C:10]([C:13]([C:15]2[CH:20]=[CH:19][C:18]([Br:21])=[CH:17][CH:16]=2)=[O:14])=[CH:9][CH:8]=1.[CH:22]1([NH:25][C:26](=[O:31])[C:27]([F:30])([F:29])[F:28])[CH2:24][CH2:23]1.C(=O)([O-])[O-].[K+].[K+]>[Br-].C([N+](CC)(CC)CC)C1C=CC=CC=1.C(#N)C>[Br:21][C:18]1[CH:19]=[CH:20][C:15]([C:13]([C:10]2[CH:11]=[CH:12][C:7]([O:6][CH2:5][CH:4]=[CH:3][CH2:2][N:25]([CH:22]3[CH2:24][CH2:23]3)[C:26](=[O:31])[C:27]([F:30])([F:29])[F:28])=[CH:8][CH:9]=2)=[O:14])=[CH:16][CH:17]=1 |f:2.3.4,5.6|. Reported procedure: A suspension of 10 g of (E)-[4-(4-bromo-but-2-enyloxy)-phenyl]-(4-bromo-phenyl)-methanone, 7.47 g of N-cyclopropyl-2,2,2-trifluoro-acetamide, 6.7 g of potassium carbonate and 0.55 g of benzyltriethylammonium bromide in 200 ml of acetonitrile is heated to boiling while stirring for 7 h. After cooling to room temperature the suspension is filtered. The filtrate is concentrated and the residue is dissolved in a mixture of 500 ml of melthylene chloride and 50 ml of methanol and stirred with 50 g of ... Run in C1(=CC(=CC=C1)C)C (m-xylene), C1(=CC(=CC=C1)C)C (m-xylene). Reaction SMILES: [C:1]1([CH2:9][NH2:10])[CH:6]=[CH:5][CH:4]=[C:3]([CH2:7][NH2:8])[CH:2]=1>C1(C)C=CC=C(C)C=1>[C:9](#[N:10])[C:1]1[CH:6]=[CH:5][CH:4]=[C:3]([C:7]#[N:8])[CH:2]=1. The product is C(C1=CC(C#N)=CC=C1)#N (isophthalonitrile). Starting materials: C1(=CC(=CC=C1)CN)CN (m-xylylenediamine). Reported procedure: Patent Document 1 discloses a method of producing m-xylylenediamine from m-xylene. In the proposed method, isophthalonitrile produced by the ammoxidation of m-xylene is extracted into an organic solvent. Then, high-boiling point impurities are separated out in the first distillation step and the organic solvent is separated out in the second distillation step. Then, isophthalonitrile is taken out of the bottom of apparatus. The obtained purified isophthalonitrile is then hydrogenated after the a... Starting materials: C(C1=CN=CC=C1)(=O)OCC (Ethyl nicotinate), 88g, NC(CO)(C)C (2-amino-2-methyl-1propanol). The product is OCC(C)(C)NC(C1=CN=CC=C1)=O (N-(1-hydroxy-2-methyl-2-propyl) nicotinamide). As a reaction SMILES: [C:1]([O:9]CC)(=O)[C:2]1[CH:7]=[CH:6][CH:5]=[N:4][CH:3]=1.[NH2:12][C:13]([CH3:17])([CH3:16])[CH2:14][OH:15]>>[OH:15][CH2:14][C:13]([NH:12][C:1](=[O:9])[C:2]1[CH:7]=[CH:6][CH:5]=[N:4][CH:3]=1)([CH3:17])[CH3:16]. Reported procedure: 100 g (0.66 mol) Ethyl nicotinate and 88g (0.99 mol) 2-amino-2-methyl-1propanol were mixed and heated together under reflux for 2 hours. The excess amino alcohol was removed by distillation, bp 50°-60° (1mm). The yellow residue was recrystallized from ether-acetone to give 87.3 g (0.45 mol), 68%, N-(1-hydroxy-2-methyl-2-propyl) nicotinamide, mp 91°-93°; ir (KBr) 3385, 3200, 1665, and 1590 cm-1 ; pmr (CDCl3) δ 8.8 - 7.3 (m, 4H), 6.7 (bs, 1H), 5.0 (s, 1H), 3.7 (s, 2H) and 1.4 (s, 6H) ppm. The reactants are [BH4-], CO, CC12CCC3C(CCC4CC(OCC=O)CCC43C)C1CCC2=O, [Na+], O. The product is CC12CCC3C(CCC4CC(OCCO)CCC43C)C1CCC2=O. Reaction SMILES: [BH4-:25].[CH3:28][OH:29].[CH:1](=[O:2])[CH2:3][O:4][CH:5]1[CH2:6][CH:7]2[CH2:8][CH2:9][CH:10]3[CH:11]4[CH2:12][CH2:13][C:14](=[O:24])[C:15]4([CH3:16])[CH2:17][CH2:18][CH:19]3[C:20]2([CH3:23])[CH2:21][CH2:22]1.[Na+:26].[OH2:27]>>[CH2:1]([OH:2])[CH2:3][O:4][CH:5]1[CH2:6][CH:7]2[CH2:8][CH2:9][CH:10]3[CH:11]4[CH2:12][CH2:13][C:14](=[O:24])[C:15]4([CH3:16])[CH2:17][CH2:18][CH:19]3[C:20]2([CH3:23])[CH2:21][CH2:22]1.